From a dataset of the Open Reaction Database (ORD), a public repository of structured organic reaction records. describe an organic reaction: reactants, conditions, products, and yield Starting materials: OC=1C=C(C(=O)OC)C=C(C1)O[C@H](CO)C (methyl 3-hydroxy-5-[(1S)-2-hydroxy-1-methylethoxy]benzoate), N1(CCC1)C(=O)C=1C=C(C(=NC1)Cl)Cl (5-(azetidin-1-ylcarbonyl)-2,3-dichloropyridine), C([O-])([O-])=O.[K+].[K+] (potassium carbonate). Solvent: C(C)#N (acetonitrile). Conditions: temperature 160 celsius, time 6 hour. Product: N1(CCC1)C(=O)C=1C=C(C(=NC1)OC=1C=C(C(=O)OC)C=C(C1)O[C@H](CO)C)Cl (Methyl 3-{[5-(azetidin-1-ylcarbonyl)-3-chloropyridin-2-yl]oxy}-5-{[(1S)-2-hydroxy-1-methylethyl]oxy}benzoate). Yield: 121.2%. As a reaction SMILES: [OH:1][C:2]1[CH:3]=[C:4]([CH:9]=[C:10]([O:12][C@@H:13]([CH3:16])[CH2:14][OH:15])[CH:11]=1)[C:5]([O:7][CH3:8])=[O:6].[N:17]1([C:21]([C:23]2[CH:24]=[C:25]([Cl:30])[C:26](Cl)=[N:27][CH:28]=2)=[O:22])[CH2:20][CH2:19][CH2:18]1.C(=O)([O-])[O-].[K+].[K+]>C(#N)C>[N:17]1([C:21]([C:23]2[CH:24]=[C:25]([Cl:30])[C:26]([O:1][C:2]3[CH:3]=[C:4]([CH:9]=[C:10]([O:12][C@@H:13]([CH3:16])[CH2:14][OH:15])[CH:11]=3)[C:5]([O:7][CH3:8])=[O:6])=[N:27][CH:28]=2)=[O:22])[CH2:20][CH2:19][CH2:18]1 |f:2.3.4|. Procedure: A mixture of methyl 3-hydroxy-5-[(1S)-2-hydroxy-1-methylethoxy]benzoate (2.35 g, 10.39 mmol), 5-(azetidin-1-ylcarbonyl)-2,3-dichloropyridine (2.41 g, 10.39 mmol) and potassium carbonate (2.87 g, 20.8 mmol) in acetonitrile (20 mL) was stirred in a microwave reactor at 160° C. for 6 hours. The solvent was removed in vacuo and the residue partitioned between ethyl acetate (50 mL) and water (50 mL). The organic layer was washed with brine (50 mL), dried (MgSO4), and the solvent removed in vacuo. The...